From a dataset of the Open Reaction Database (ORD), a public repository of structured organic reaction records. describe an organic reaction: reactants, conditions, products, and yield Reactants: TERPENE, C(CCC)OC(C1=CC=CC=C1)=O (BENZOIC ACID BUTYL ESTER), C(CCC)C1=CC=C(C(=O)OCCO)C=C1 (ETHYLENE GLYCOL MONOBUTYL BENZOATE), C(CCC)OC(C=CC(=O)OCCCC)=O (2_BUTENEDIOIC ACID DIBUTYL ESTER), TERPENE, ESTER, C(C1=CC=CC=C1)(=O)OCCCC (n_BUTYL BENZOATE), BENZOIC ACID 2-ETHYLHEXYL ESTER d-LIMONENE, FATTY ACID METHYL ESTER, C(\C=C/C(=O)OCCCC)(=O)OCCCC (DIBUTYL MALEATE), C(CCC(=O)OC)(=O)OC (DIMETHYL SUCCINATE), C(C1=CC=CC=C1)(=O)OCCCC (BUTYL BENZOATE), C14-C24 METHYL ESTER, HYDROCARBON, C(CCCCC(=O)OC)(=O)OC (DIMETHYL ADIPATE), METHYL ESTER, C(CCC)OC(C1=CC=CC=C1)=O.C(CCC)OC(\C=C/C(=O)OCCCC)=O (MALEIC ACID DIBUTYL ESTER BUTYL BENZOATE), BENZOIC ACID BUTYL CELLOSOLVE ESTER 2ETHYLHEXYL BENZOATE, C(\C=C/C(=O)[O-])(=O)OCCCC (BUTYL MALEATE), BENZOIC ACID ESTER, C(C1=CC=CC=C1)(=O)OCCCCCCCC (OCTYL BENZOATE), COC(C1=CC=CC=C1)=O (BENZOIC ACID METHYL ESTER), BRANCHED ALIPHATIC HYDROCARBON SOY METHYL ESTER FATTY ACID METHYL ESTER, C(C1=CC=CC=C1)(=O)[O-] (BENZOATE), C(CCC)OC(C1=CC=CC=C1)=O (BENZOIC ACID n_BUTYL ESTER), BUTYL CELLOSOLVE BENZOATE, C(C1=CC=CC=C1)(=O)OCCOCCCC (BUTOXYETHYL BENZOATE), C(C1=CC=CC=C1)(=O)OC (METHYL BENZOATE). Run in CO (METHANOL). Product: CCCCCCCCC(C)C (ISOPAR G). Reaction SMILES: [C:1](OC)(=O)[C:2]1[CH:7]=[CH:6][CH:5]=[CH:4][CH:3]=1.[C:11](OC)(=O)[CH2:12][CH2:13]CCC(OC)=O.[C:23](OC)(=O)CCC(OC)=O.C(OCCCC)(=O)/C=C\C(OCCCC)=O.C(OC(=O)C=CC(OCCCC)=O)CCC.C(OCCCC)(=O)/C=C\C([O-])=O.C(OC(=O)C1C=CC=CC=1)CCC.C(OC(=O)/C=C\C(OCCCC)=O)CCC.C(OCCCC)(=O)C1C=CC=CC=1.C(OCCOCCCC)(=O)C1C=CC=CC=1.C(C1C=CC(C(OCCO)=O)=CC=1)CCC.C(OCCCCCCCC)(=O)C1C=CC=CC=1.C([O-])(=O)C1C=CC=CC=1>CO>[CH3:11][CH2:12][CH2:13][CH2:3][CH2:4][CH2:5][CH2:6][CH2:7][CH:2]([CH3:1])[CH3:23] |f:6.7|. Procedure: SYNTHETIC ISOPARAFFINIC HYDROCARBON (CAS No: 64742—48—9) SYN: BRANCHED ALIPHATIC HYDROCARBON SOY METHYL ESTER FATTY ACID METHYL ESTER (CAS No. 67784—80—9) SYN: C14-C24 METHYL ESTER, FATTY ACID METHYL ESTER, SOYA METHYL ESTER, METHYL SOYATE MB METHYL BENZOATE (CAS No: 93—58—3) SYN: MB, BENZOIC ACID METHYL ESTER, BENZOIC ACID ESTER of METHANOL, NIOBE OIL DBE—DIBASIC ESTER—DUPONT NAME FOR BLEND OF: DIMETHYL GLUTURATE (CAS No: 1119—40—0) DIMETHYL ADIPATE (CAS No: 627930) DIMETHYL SUCCINATE (CAS No: ... Starting materials: ClC=1C=C(C=CC1F)C1(CCCCC1)C=O (1-(3-chloro-4-fluorophenyl)cyclohexanecarbaldehyde), CNC (dimethyl amine), ClC=1C=C(C=CC1F)C1(CCCCC1)CNC (1-(1-(3-chloro-4-fluorophenyl)-cyclohexyl)-N-methylmethanamine). Product: ClC=1C=C(C=CC1F)C1(CCCCC1)CN(C)C ((1-(3-chloro-4-fluorophenyl)cyclohexyl)-N,N-dimethylmethanamine). Isolated yield 88.0%. RXN SMILES: [Cl:1][C:2]1[CH:3]=[C:4]([C:9]2([CH:15]=O)[CH2:14][CH2:13][CH2:12][CH2:11][CH2:10]2)[CH:5]=[CH:6][C:7]=1[F:8].[CH3:17][NH:18][CH3:19].ClC1C=C(C2(CNC)CCCCC2)C=CC=1F>>[Cl:1][C:2]1[CH:3]=[C:4]([C:9]2([CH2:15][N:18]([CH3:19])[CH3:17])[CH2:14][CH2:13][CH2:12][CH2:11][CH2:10]2)[CH:5]=[CH:6][C:7]=1[F:8]. Reported procedure: The title compound was synthesized from 1-(3-chloro-4-fluorophenyl)cyclohexanecarbaldehyde and dimethyl amine using General Procedure H1 and was obtained in 88% yield as an oily solid. The title compound was also synthesized from 1-(1-(3-chloro-4-fluorophenyl)-cyclohexyl)-N-methylmethanamine according to General Procedure C. Reactants: N1(CCNCC1)C1=CC=C(C=C1)O (4-(piperazin-1-yl)phenol), C=O (formaldehyde), C(C)(=O)O[BH-](OC(C)=O)OC(C)=O.[Na+] (sodium triacetoxyborohydride). The solvent is C1CCOC1.CC(=O)O (THF AcOH). Conditions: time 30 minute. Product: CN1CCN(CC1)C1=CC=C(C=C1)O (4-(4-methylpiperazin-1-yl)phenol). The yield is 106.4%. RXN SMILES: [N:1]1([C:7]2[CH:12]=[CH:11][C:10]([OH:13])=[CH:9][CH:8]=2)[CH2:6][CH2:5][NH:4][CH2:3][CH2:2]1.C=O.[C:16](O[BH-](OC(=O)C)OC(=O)C)(=O)C.[Na+]>C1COCC1.CC(O)=O>[CH3:16][N:4]1[CH2:3][CH2:2][N:1]([C:7]2[CH:8]=[CH:9][C:10]([OH:13])=[CH:11][CH:12]=2)[CH2:6][CH2:5]1 |f:2.3,4.5|. Procedure: 4-(piperazin-1-yl)phenol 2 g (11.24 mmol) and formaldehyde 4.5 ml (37% in water, 56 mmol) were suspended in a mixture of THF/AcOH 5/1 and stirred at room temperature. After 30 minutes, sodium triacetoxyborohydride 4.7 g (22.5 mmol) was added portion-wise. The reaction was let stir a few hours and evaporated down. The crude was purified on silica gel with ethyl acetate/ethanol/NH3 7 N in methanol 8/2/0.2 to give 2.3 g of pink solid as a free base. LC/MS (254 nm) HPLC method 2 Rt 2.4 min. 1H NMR (... The reactants are Fc1ccc(-n2nccc2-c2ccnc(Cl)c2)cc1, NCc1ccccc1. The product is Fc1ccc(-n2nccc2-c2ccnc(NCc3ccccc3)c2)cc1. As a reaction SMILES: [Cl:1][c:2]1[n:3][cH:4][cH:5][c:6](-[c:8]2[cH:9][cH:10][n:11][n:12]2-[c:13]2[cH:14][cH:15][c:16]([F:19])[cH:17][cH:18]2)[cH:7]1.[NH2:20][CH2:21][c:22]1[cH:23][cH:24][cH:25][cH:26][cH:27]1>>[c:2]1([NH:20][CH2:21][c:22]2[cH:23][cH:24][cH:25][cH:26][cH:27]2)[n:3][cH:4][cH:5][c:6](-[c:8]2[cH:9][cH:10][n:11][n:12]2-[c:13]2[cH:14][cH:15][c:16]([F:19])[cH:17][cH:18]2)[cH:7]1. Reactants: FC=1C=C(C(=O)NC2=CC=C(C3=CC=CC=C23)OC2=NC(=NC=C2)S(=O)(=O)C)C=C(C1)N1CCCCC1 (3-fluoro-N-[4-(2-methanesulfonyl-pyrimidin-4-yloxy)-naphthalen-1-yl]-5-piperidin-1-yl-benzamide), CC1CCC(CC1)N (4-methylcyclohexylamine). The product is FC=1C=C(C(=O)NC2=CC=C(C3=CC=CC=C23)OC2=NC(=NC=C2)NC2CCC(CC2)C)C=C(C1)N1CCCCC1 (3-Fluoro-N-[4-({2-[(4-methylcyclohexyl)amino]pyrimidin-4-yl}oxy)-1-naphthyl]-5-piperidin-1-ylbenzamide). Reaction SMILES: [F:1][C:2]1[CH:3]=[C:4]([CH:29]=[C:30]([N:32]2[CH2:37][CH2:36][CH2:35][CH2:34][CH2:33]2)[CH:31]=1)[C:5]([NH:7][C:8]1[C:17]2[C:12](=[CH:13][CH:14]=[CH:15][CH:16]=2)[C:11]([O:18][C:19]2[CH:24]=[CH:23][N:22]=[C:21](S(C)(=O)=O)[N:20]=2)=[CH:10][CH:9]=1)=[O:6].[CH3:38][CH:39]1[CH2:44][CH2:43][CH:42]([NH2:45])[CH2:41][CH2:40]1>>[F:1][C:2]1[CH:3]=[C:4]([CH:29]=[C:30]([N:32]2[CH2:37][CH2:36][CH2:35][CH2:34][CH2:33]2)[CH:31]=1)[C:5]([NH:7][C:8]1[C:17]2[C:12](=[CH:13][CH:14]=[CH:15][CH:16]=2)[C:11]([O:18][C:19]2[CH:24]=[CH:23][N:22]=[C:21]([NH:45][CH:42]3[CH2:43][CH2:44][CH:39]([CH3:38])[CH2:40][CH2:41]3)[N:20]=2)=[CH:10][CH:9]=1)=[O:6]. Procedure details: Compound is prepared from 3-fluoro-N-[4-(2-methanesulfonyl-pyrimidin-4-yloxy)-naphthalen-1-yl]-5-piperidin-1-yl-benzamide and 4-methylcyclohexylamine according to conditions described in general procedure C. Mp: 101-102° C.; 1H NMR (400 MHz, DMSO-d6) δ 0.82 (d, J=6.6 Hz, 3 H), 0.86-1.59 (m, 15 H), 3.27-3.36 (m, 5 H), 6.27 (bs, 1 H), 6.96 (d, J=12.8, 2 H), 7.15 (d, J=8.4 Hz, 1 H), 7.36-7.39 (m, 1H), 7.43 (s, 1 H), 7.54-7.60 (m, 3 H), 7.79-7.83 (m, 1 H), 7.96 (d, J=7.3 Hz, 1 H), 8.18 (s, 1 H), 10.... The reactants are BrCCCCBr, CN(C)C=O, [H-], N#Cc1ccc(N)c2ccccc12, [Na+], O. Product: N#Cc1ccc(N2CCCC2)c2ccccc12. RXN SMILES: [Br:21][CH2:22][CH2:23][CH2:24][CH2:25][Br:26].[CH3:14][N:15]([CH3:16])[CH:17]=[O:18].[H-:19].[NH2:1][c:2]1[cH:3][cH:4][c:5]([C:12]#[N:13])[c:6]2[cH:7][cH:8][cH:9][cH:10][c:11]12.[Na+:20].[OH2:27]>>[N:1]1([c:2]2[cH:3][cH:4][c:5]([C:12]#[N:13])[c:6]3[cH:7][cH:8][cH:9][cH:10][c:11]23)[CH2:22][CH2:23][CH2:24][CH2:25]1. Reactants: C(C)N(CC)S(F)(F)F ((diethylamino)sulfur trifluoride), OC(CNC(OC(C)(C)C)=O)(C)C (tert-butyl 2-hydroxy-2-methylpropylcarbamate), C([O-])(O)=O.[Na+] (sodium bicarbonate). The solvent is ClCCl (dichloromethane). Run at time 8 hour. Product: FC(CNC(OC(C)(C)C)=O)(C)C (tert-butyl 2-fluoro-2-methylpropylcarbamate). Isolated yield 70.9%. Reaction SMILES: O[C:2]([CH3:13])([CH3:12])[CH2:3][NH:4][C:5](=[O:11])[O:6][C:7]([CH3:10])([CH3:9])[CH3:8].C(N(S(F)(F)[F:20])CC)C.C(=O)(O)[O-].[Na+]>ClCCl>[F:20][C:2]([CH3:13])([CH3:12])[CH2:3][NH:4][C:5](=[O:11])[O:6][C:7]([CH3:10])([CH3:9])[CH3:8] |f:2.3|. Procedure details: A solution of tert-butyl 2-hydroxy-2-methylpropylcarbamate (19.2 g, 101 mmol) in dichloromethane (500 mL) was stirred at −78° C. under a nitrogen atmosphere, and (diethylamino)sulfur trifluoride (DAST)(18.0 g, 112 mmol) was added dropwise. The solution was allowed to warm to room temperature and stirred overnight. Saturated aqueous sodium bicarbonate (150 mL) was added. The organic layer was then separated and washed sequentially with saturated aqueous sodium bicarbonate (150 mL), water (150 mL)... Run in O (water). Reaction SMILES: [Br:1][C:2]1[N:3]=[CH:4][NH:5][CH:6]=1.[Cl:7][C:8]1[C:9](S(C)(=O)=O)=[N:10][CH:11]=[CH:12][CH:13]=1.C(=O)([O-])[O-].[Cs+].[Cs+].CN(C)C=O>O>[Br:1][C:2]1[N:3]=[CH:4][N:5]([C:9]2[C:8]([Cl:7])=[CH:13][CH:12]=[CH:11][N:10]=2)[CH:6]=1 |f:2.3.4|. Conditions: temperature 100 celsius, time 6 hour. Procedure details: A mixture of 1.0 g of 4-bromoimidazole, 1.3 g of 3-chloro-2-(methanesulfonyl)pyridine, 2.7 g of cesium carbonate and 10 ml of N,N-dimethylformamide was stirred at 100° C. for 6 hours. The reaction mixture was allowed to cool to room temperature, and water was poured into the mixture. A deposited precipitate was collected by filtration to obtain 1.7 g of 2-(4-bromo-1H-imidazol-1-yl)-3-chloropyridine of the formula: The product is BrC=1N=CN(C1)C1=NC=CC=C1Cl (2-(4-bromo-1H-imidazol-1-yl)-3-chloropyridine). Yield: 96.9%. Reactants: BrC=1N=CNC1 (4-bromoimidazole), ClC=1C(=NC=CC1)S(=O)(=O)C (3-chloro-2-(methanesulfonyl)pyridine), C([O-])([O-])=O.[Cs+].[Cs+] (cesium carbonate), CN(C=O)C (N,N-dimethylformamide). Reactants: C(C)(=O)NC1=CC=C(C(CNC(C)C)=O)C=C1 (N-(4-acetylaminophenacyl)isopropylamine), CS(=O)(=O)O (methanesulfonic acid). Yields the product CS(=O)(=O)O.C(C)(=O)NC1=CC=C(C(CNC(C)C)=O)C=C1 (N-(4-acetylaminophenacyl)isopropylamine methanesulfonate). RXN SMILES: [C:1]([NH:4][C:5]1[CH:17]=[CH:16][C:8]([C:9](=[O:15])[CH2:10][NH:11][CH:12]([CH3:14])[CH3:13])=[CH:7][CH:6]=1)(=[O:3])[CH3:2].[CH3:18][S:19]([OH:22])(=[O:21])=[O:20]>>[CH3:18][S:19]([OH:22])(=[O:21])=[O:20].[C:1]([NH:4][C:5]1[CH:17]=[CH:16][C:8]([C:9](=[O:15])[CH2:10][NH:11][CH:12]([CH3:13])[CH3:14])=[CH:7][CH:6]=1)(=[O:3])[CH3:2] |f:2.3|. Reported procedure: The N-(4-acetylaminophenacyl)isopropylamine obtained according to Preparation I is reacted with methanesulfonic acid to give N-(4-acetylaminophenacyl)isopropylamine methanesulfonate. The reactants are CCO, CCOC(=O)C(c1ccc([N+](=O)[O-])c(F)c1)C1CCCCC1. The product is CCOC(=O)C(c1ccc(N)c(F)c1)C1CCCCC1. RXN SMILES: [CH3:23][CH2:24][OH:25].[CH:1]1([CH:7]([C:8](=[O:9])[O:10][CH2:11][CH3:12])[c:13]2[cH:14][c:15]([F:22])[c:16]([N+:19]([O-:20])=[O:21])[cH:17][cH:18]2)[CH2:2][CH2:3][CH2:4][CH2:5][CH2:6]1>>[CH:1]1([CH:7]([C:8](=[O:9])[O:10][CH2:11][CH3:12])[c:13]2[cH:14][c:15]([F:22])[c:16]([NH2:19])[cH:17][cH:18]2)[CH2:2][CH2:3][CH2:4][CH2:5][CH2:6]1.